Dataset: the Open Reaction Database (ORD), a public repository of structured organic reaction records. Task: describe an organic reaction: reactants, conditions, products, and yield Reactants: C(#N)C1CCC=2C(=CC=CC12)C(=O)O (1-cyanoindan-4-carboxylic acid), S(=O)(Cl)Cl (thionyl chloride). Conditions: time 15 hour. The product is C(#N)C1CCC=2C(=CC=CC12)C(=O)Cl (1-cyanoindan-4-carbonyl chloride). As a reaction SMILES: [C:1]([CH:3]1[C:11]2[CH:10]=[CH:9][CH:8]=[C:7]([C:12]([OH:14])=O)[C:6]=2[CH2:5][CH2:4]1)#[N:2].S(Cl)([Cl:17])=O>>[C:1]([CH:3]1[C:11]2[CH:10]=[CH:9][CH:8]=[C:7]([C:12]([Cl:17])=[O:14])[C:6]=2[CH2:5][CH2:4]1)#[N:2]. Procedure: To 6.0 g. of 1-cyanoindan-4-carboxylic acid is added 96 ml. of thionyl chloride and the mixture is allowed to stand at room temperature for 15 hours. The excess thionyl chloride is removed under reduced pressure. To 1-cyanoindan-4-carbonyl chloride, which is thus obtained as the residue, are added 50 ml. of anisole, 50 ml. of methylene chloride and 6.0 g. of anhydrous aluminum chloride powder. The mixture is stirred at room temperature for 90 minutes. After cooling, the product is poured into ic... Solvent: C(C)#N (acetonitrile). Product: COC1=CC=C(CSCCNC(CNCCSCC2=CC=C(C=C2)OC)=O)C=C1 (N-[-2-(4-methoxy-benzylsulfanyl)-ethyl]-2-[2-(4-methoxy-benzylsulfanyl)-ethylamino]-acetamide). Reported procedure: 4-Methoxybenzyl chloride (15.6 g) was reacted with 2-aminoethanethiol (7.7 g) in methanol and sodium methoxide, to afford of 2-(4-methoxybezyl-sulfanyl)-ethylamine (1) (18.8 g). One half of this material was taken in dichloromethane (cooling bath 0° C.). Chloroacetyl chloride in the same solvent, was added slowly with stirring, followed by an equivalent of triethyl amine to produce 2-chloro N-[2-(4-methoxybenzyl-sulfanyl)-ethyl]acetamide (2) in a 94% yield. Compound 2 was reacted with an equival... The reactants are ClCC(=O)NCCSCC1=CC=C(C=C1)OC (2-chloro N-[2-(4-methoxybenzyl-sulfanyl)-ethyl]acetamide). RXN SMILES: Cl[CH2:2][C:3]([NH:5][CH2:6][CH2:7][S:8][CH2:9][C:10]1[CH:15]=[CH:14][C:13]([O:16][CH3:17])=[CH:12][CH:11]=1)=[O:4]>C(#N)C>[CH3:17][O:16][C:13]1[CH:14]=[CH:15][C:10]([CH2:9][S:8][CH2:7][CH2:6][NH:5][C:3](=[O:4])[CH2:2][NH:5][CH2:6][CH2:7][S:8][CH2:9][C:10]2[CH:15]=[CH:14][C:13]([O:16][CH3:17])=[CH:12][CH:11]=2)=[CH:11][CH:12]=1.